This data is from the Open Reaction Database (ORD), a public repository of structured organic reaction records. The task is: describe an organic reaction: reactants, conditions, products, and yield The reactants are C(C)(=O)N1C(C(C2=CC(=C(C=C12)OC)OC)=C(C1=CC=CC=C1)OCC)=O (1-acetyl-3-(1-ethoxy-1-phenyl-methylidene)-5,6-dimethoxy-2-indolinone), CC1N(C(CCC1)C)CC1=CC=C(N)C=C1 (4-[(2,6-dimethyl-piperidin-1-yl)-methyl]-aniline). The product is CC1N(C(CCC1)C)CC1=CC=C(N\C(\C2=CC=CC=C2)=C\2/C(NC3=CC(=C(C=C23)OC)OC)=O)C=C1 (3-(Z)-(1-{4-[(2,6-dimethyl-piperidin-1-yl)-methyl]-anilino}-1-phenyl-methylidene)-5,6-dimethoxy-2-indolinone). As a reaction SMILES: C([N:4]1[C:12]2[C:7](=[CH:8][C:9]([O:15][CH3:16])=[C:10]([O:13][CH3:14])[CH:11]=2)[C:6](=[C:17](OCC)[C:18]2[CH:23]=[CH:22][CH:21]=[CH:20][CH:19]=2)[C:5]1=[O:27])(=O)C.[CH3:28][CH:29]1[CH2:34][CH2:33][CH2:32][CH:31]([CH3:35])[N:30]1[CH2:36][C:37]1[CH:43]=[CH:42][C:40]([NH2:41])=[CH:39][CH:38]=1>>[CH3:35][CH:31]1[CH2:32][CH2:33][CH2:34][CH:29]([CH3:28])[N:30]1[CH2:36][C:37]1[CH:38]=[CH:39][C:40]([NH:41]/[C:17](=[C:6]2\[C:5](=[O:27])[NH:4][C:12]3[C:7]\2=[CH:8][C:9]([O:15][CH3:16])=[C:10]([O:13][CH3:14])[CH:11]=3)/[C:18]2[CH:19]=[CH:20][CH:21]=[CH:22][CH:23]=2)=[CH:42][CH:43]=1. Procedure: Prepared from 1-acetyl-3-(1-ethoxy-1-phenyl-methylidene)-5,6-dimethoxy-2-indolinone and 4-[(2,6-dimethyl-piperidin-1-yl)-methyl]-aniline